Dataset: the Open Reaction Database (ORD), a public repository of structured organic reaction records. Task: describe an organic reaction: reactants, conditions, products, and yield The reactants are CCOC(=O)c1cnc2cc(C3CCCCC3)ccc2c1O, CCO, [Na+], [OH-]. The product is O=C(O)c1cnc2cc(C3CCCCC3)ccc2c1O. RXN SMILES: [C:1](=[O:2])([O:3][CH2:4][CH3:5])[c:6]1[cH:7][n:8][c:9]2[cH:10][c:11]([CH:17]3[CH2:18][CH2:19][CH2:20][CH2:21][CH2:22]3)[cH:12][cH:13][c:14]2[c:15]1[OH:16].[CH3:23][CH2:24][OH:25].[Na+:27].[OH-:26]>>[C:1](=[O:2])([OH:3])[c:6]1[cH:7][n:8][c:9]2[cH:10][c:11]([CH:17]3[CH2:18][CH2:19][CH2:20][CH2:21][CH2:22]3)[cH:12][cH:13][c:14]2[c:15]1[OH:16]. Reactants: C(C)(C)C1CC(CCC1)C(C(C=O)=C)C (3-(3-isopropylcyclohexyl)-2-methylenebutanal). Reagents/catalysts: [Pd] (Pd/C). Solvent: CO (methanol). Conditions: temperature 42.5 celsius, time 40 minute. Product: C(C)(C)C1CC(CCC1)C(C(C=O)C)C (3-(3-isopropylcyclohexyl)-2-methylbutanal). Isolated yield 66.0%. Reaction SMILES: [CH:1]([CH:4]1[CH2:9][CH2:8][CH2:7][CH:6]([CH:10]([CH3:15])[C:11](=[CH2:14])[CH:12]=[O:13])[CH2:5]1)([CH3:3])[CH3:2]>CO.[Pd]>[CH:1]([CH:4]1[CH2:9][CH2:8][CH2:7][CH:6]([CH:10]([CH3:15])[CH:11]([CH3:14])[CH:12]=[O:13])[CH2:5]1)([CH3:3])[CH3:2]. Procedure: 5% Pd/C (250 mg, 5% w/w) was charged into a 25 mL autoclave vessel with 3-(3-isopropylcyclohexyl)-2-methylenebutanal (4.5 g, 21.6 mmol) in methanol (5 mL). The mixture was vigorously stirred under an hydrogen atmosphere (10 Bar) at 40-45° C. for 40 minutes. The catalyst was filtered over celite and the solution was concentrated. The resulting crude product was distilled with a bulb-to-bulb distillation (2.5 mBar, 117° C.) to give 3-(3-isopropylcyclohexyl)-2-methylbutanal (3 g, gc purity>90%; yie... The reactants are CN1N=CC(=C1C)CN1CCC(CC1)C1=CC=C(C(=O)NC2=C(C=CC=C2)NC(OC(C)(C)C)=O)C=C1 (tert-Butyl {2-[(4-{1-[(1,5-dimethyl-1H-pyrazol-4-yl)methyl]piperidin-4-yl}benzoyl)amino]phenyl}carbamate), FC(C(=O)O)(F)F (trifluoroacetic acid). The solvent is ClCCl (dichloromethane). Conditions: time 1 hour. The product is NC1=C(C=CC=C1)NC(C1=CC=C(C=C1)C1CCN(CC1)CC=1C=NN(C1C)C)=O (N-(2-Aminophenyl)-4-{1-[(1,5-dimethyl-1H-pyrazol-4-yl)methyl]piperidin-4-yl}benzamide). Yield: 73.9%. Reaction SMILES: [CH3:1][N:2]1[C:6]([CH3:7])=[C:5]([CH2:8][N:9]2[CH2:14][CH2:13][CH:12]([C:15]3[CH:37]=[CH:36][C:18]([C:19]([NH:21][C:22]4[CH:27]=[CH:26][CH:25]=[CH:24][C:23]=4[NH:28]C(=O)OC(C)(C)C)=[O:20])=[CH:17][CH:16]=3)[CH2:11][CH2:10]2)[CH:4]=[N:3]1.FC(F)(F)C(O)=O>ClCCl>[NH2:28][C:23]1[CH:24]=[CH:25][CH:26]=[CH:27][C:22]=1[NH:21][C:19](=[O:20])[C:18]1[CH:17]=[CH:16][C:15]([CH:12]2[CH2:11][CH2:10][N:9]([CH2:8][C:5]3[CH:4]=[N:3][N:2]([CH3:1])[C:6]=3[CH3:7])[CH2:14][CH2:13]2)=[CH:37][CH:36]=1. Procedure details: tert-Butyl {2-[(4-{1-[(1,5-dimethyl-1H-pyrazol-4-yl)methyl]piperidin-4-yl}benzoyl)amino]phenyl}carbamate (prepared as described in Method 7; 308 mg, 0.61 mmol) was taken up in dichloromethane (2 ml) and trifluoroacetic acid (1 ml) added. The reaction mixture was stirred at ambient temperature for 1 hour before being poured onto an SCX-3 cartridge (5 g). The cartridge was washed with dichloromethane (50 ml) and methanol (50 ml), before eluting the product with a 2M solution of ammonia in methanol... The reactants are CCO, [H][H], O=[N+]([O-])c1ccccc1-c1ncco1. Yields the product Nc1ccccc1-c1ncco1. Reaction SMILES: [CH3:17][CH2:18][OH:19].[H:15][H:16].[N+:1]([O-:2])(=[O:3])[c:4]1[c:5](-[c:10]2[o:11][cH:12][cH:13][n:14]2)[cH:6][cH:7][cH:8][cH:9]1>>[NH2:1][c:4]1[c:5](-[c:10]2[o:11][cH:12][cH:13][n:14]2)[cH:6][cH:7][cH:8][cH:9]1. Product: CCOc1ccc2c(c1)c1c(n2Cc2cccc(F)c2)CCC(NC(=O)C(C)C)C1. As a reaction SMILES: [CH2:29]([CH3:30])[I:31].[CH3:34][N:35]([CH3:36])[CH:37]=[O:38].[CH3:39][CH2:40][O:41][C:42](=[O:43])[CH3:44].[F:1][c:2]1[cH:3][c:4]([CH2:5][n:6]2[c:7]3[cH:8][cH:9][c:10]([OH:25])[cH:11][c:12]3[c:13]3[c:18]2[CH2:17][CH2:16][CH:15]([NH:19][C:20]([CH:21]([CH3:22])[CH3:23])=[O:24])[CH2:14]3)[cH:26][cH:27][cH:28]1.[H-:32].[Na+:33]>>[F:1][c:2]1[cH:3][c:4]([CH2:5][n:6]2[c:7]3[cH:8][cH:9][c:10]([O:25][CH2:29][CH3:30])[cH:11][c:12]3[c:13]3[c:18]2[CH2:17][CH2:16][CH:15]([NH:19][C:20]([CH:21]([CH3:22])[CH3:23])=[O:24])[CH2:14]3)[cH:26][cH:27][cH:28]1. Starting materials: CCI, CN(C)C=O, CCOC(C)=O, CC(C)C(=O)NC1CCc2c(c3cc(O)ccc3n2Cc2cccc(F)c2)C1, [H-], [Na+]. Reaction SMILES: [CH2:15]([Sn:16]([CH2:17][CH2:18][CH2:19][CH3:26])([c:20]1[cH:21][cH:22][cH:23][cH:24][cH:25]1)[CH2:27][CH2:28][CH2:29][CH3:30])[CH2:31][CH2:32][CH3:33].[CH3:34][c:35]1[cH:36][cH:37][cH:38][cH:39][cH:40]1.[Cl:1][c:2]1[n:3][c:4](-[n:8]2[c:9]([CH3:14])[cH:10][cH:11][c:12]2[CH3:13])[cH:5][cH:6][cH:7]1.[Pd:41].[c:42]1([P:43]([c:44]2[cH:45][cH:46][cH:47][cH:48][cH:49]2)[c:50]2[cH:51][cH:52][cH:53][cH:54][cH:55]2)[cH:56][cH:57][cH:58][cH:59][cH:60]1.[c:61]1([P:62]([c:63]2[cH:64][cH:65][cH:66][cH:67][cH:68]2)[c:69]2[cH:70][cH:71][cH:72][cH:73][cH:74]2)[cH:75][cH:76][cH:77][cH:78][cH:79]1.[c:80]1([P:81]([c:82]2[cH:83][cH:84][cH:85][cH:86][cH:87]2)[c:88]2[cH:89][cH:90][cH:91][cH:92][cH:93]2)[cH:94][cH:95][cH:96][cH:97][cH:98]1.[c:99]1([P:100]([c:101]2[cH:102][cH:103][cH:104][cH:105][cH:106]2)[c:107]2[cH:108][cH:109][cH:110][cH:111][cH:112]2)[cH:113][cH:114][cH:115][cH:116][cH:117]1>>[c:2]1(-[c:20]2[cH:21][cH:22][cH:23][cH:24][cH:25]2)[n:3][c:4](-[n:8]2[c:9]([CH3:14])[cH:10][cH:11][c:12]2[CH3:13])[cH:5][cH:6][cH:7]1. The product is Cc1ccc(C)n1-c1cccc(-c2ccccc2)n1. Reactants: CCCC[Sn](CCCC)(CCCC)c1ccccc1, Cc1ccccc1, Cc1ccc(C)n1-c1cccc(Cl)n1, [Pd], c1ccc(P(c2ccccc2)c2ccccc2)cc1, c1ccc(P(c2ccccc2)c2ccccc2)cc1, c1ccc(P(c2ccccc2)c2ccccc2)cc1, c1ccc(P(c2ccccc2)c2ccccc2)cc1. The reactants are COC(=O)COCCN1CCN(CC1)C(=O)OC(C)(C)C (tert-butyl 4-(2-methoxycarbonylmethoxyethyl)piperazine-1-carboxylate), solution, Cl (hydrochloric acid), C(C)O (ethanol), solution, Cl (hydrochloric acid), C(C)O (ethanol), O (water), C(C)O (ethanol). Reaction conditions: time 4 hour. The product is Cl.Cl.N1(CCNCC1)CCOCC(=O)OCC (ethyl 2-(1-piperazinyl)-ethoxyacetate dihydrochloride). The yield is 97.3%. RXN SMILES: [CH3:1][O:2][C:3]([CH2:5][O:6][CH2:7][CH2:8][N:9]1[CH2:14][CH2:13][N:12](C(OC(C)(C)C)=O)[CH2:11][CH2:10]1)=[O:4].O.[ClH:23].[CH2:24](O)C>>[ClH:23].[ClH:23].[N:9]1([CH2:8][CH2:7][O:6][CH2:5][C:3]([O:2][CH2:1][CH3:24])=[O:4])[CH2:14][CH2:13][NH:12][CH2:11][CH2:10]1 |f:4.5.6|. Reported procedure: 2 g (0.0066 mol) of tert-butyl 4-(2-methoxycarbonylmethoxyethyl)piperazine-1-carboxylate prepared in Example I.4.3. are dissolved in 10 ml of ethanol in a 50 ml three-necked round-bottomed flask fitted with a water-cooled condenser and a mechanical stirrer. 11 ml of a 3.8M solution of hydrochloric acid in ethanol are added in a single portion with stirring. The mixture is stirred at room temperature for 30 minutes and a further 11 ml of a 3.8M solution of hydrochloric acid in ethanol are added. ... The reactants are O=C([O-])[O-], CCO, Cc1oc(-c2ccccc2)nc1COc1ccc(CON2C(=O)c3ccccc3C2=O)cc1, [K+], [K+], NN, O. Yields the product Cc1oc(-c2ccccc2)nc1COc1ccc(CON)cc1. As a reaction SMILES: [C:40](=[O:41])([O-:42])[O-:43].[CH3:37][CH2:38][OH:39].[CH3:4][c:5]1[c:6]([CH2:16][O:17][c:18]2[cH:19][cH:20][c:21]([CH2:22][O:23][N:24]3[C:25](=[O:26])[c:27]4[cH:28][cH:29][cH:30][cH:31][c:32]4[C:33]3=[O:34])[cH:35][cH:36]2)[n:7][c:8](-[c:10]2[cH:11][cH:12][cH:13][cH:14][cH:15]2)[o:9]1.[K+:44].[K+:45].[NH2:2][NH2:3].[OH2:1]>>[CH3:4][c:5]1[c:6]([CH2:16][O:17][c:18]2[cH:19][cH:20][c:21]([CH2:22][O:23][NH2:24])[cH:35][cH:36]2)[n:7][c:8](-[c:10]2[cH:11][cH:12][cH:13][cH:14][cH:15]2)[o:9]1.